From a dataset of the Open Reaction Database (ORD), a public repository of structured organic reaction records. describe an organic reaction: reactants, conditions, products, and yield The reactants are N#Cc1ccc2c(c1)[nH]c(=O)c1ccncc12, O=P(Cl)(Cl)Cl. Yields the product N#Cc1ccc2c(c1)nc(Cl)c1ccncc12. Reaction SMILES: [O:6]=[c:7]1[nH:8][c:9]2[c:10]([c:11]3[cH:12][n:13][cH:14][cH:15][c:16]13)[cH:17][cH:18][c:19]([C:21]#[N:22])[cH:20]2.[P:1]([Cl:2])([Cl:3])([Cl:4])=[O:5]>>[Cl:3][c:7]1[n:8][c:9]2[c:10]([c:11]3[cH:12][n:13][cH:14][cH:15][c:16]13)[cH:17][cH:18][c:19]([C:21]#[N:22])[cH:20]2. The reactants are NC(=O)CBr, CO, [O-][Cl+3]([O-])([O-])O, COC(=O)C1CCC2C3CCC4CC=CCC4(C)C3C(NC(=O)OCC(Cl)(Cl)Cl)CC12C, [Na+], [Na+], [Na+], C1CCOC1, [OH-], O, O=S([O-])S(=O)(=O)[O-]. Yields the product COC(=O)C1CCC2C3CCC4CC5OC5CC4(C)C3C(NC(=O)OCC(Cl)(Cl)Cl)CC12C. Reaction SMILES: [Br:33][CH2:34][C:35](=[O:36])[NH2:37].[CH3:60][OH:61].[Cl+3:38]([OH:39])([O-:40])([O-:41])[O-:42].[Cl:1][C:2]([CH2:3][O:4][C:5](=[O:6])[NH:7][CH:8]1[CH:9]2[C:10]3([CH3:30])[CH2:11][CH:12]=[CH:13][CH2:14][CH:15]3[CH2:16][CH2:17][CH:18]2[CH:19]2[CH2:20][CH2:21][CH:22]([C:26](=[O:27])[O:28][CH3:29])[C:23]2([CH3:24])[CH2:25]1)([Cl:31])[Cl:32].[Na+:44].[Na+:58].[Na+:59].[O:45]1[CH2:46][CH2:47][CH2:48][CH2:49]1.[OH-:43].[OH2:50].[S:51]([S:52]([O-:53])=[O:54])([O-:55])(=[O:56])=[O:57]>>[Cl:1][C:2]([CH2:3][O:4][C:5](=[O:6])[NH:7][CH:8]1[CH:9]2[C:10]3([CH3:30])[CH2:11][CH:12]4[CH:13]([CH2:14][CH:15]3[CH2:16][CH2:17][CH:18]2[CH:19]2[CH2:20][CH2:21][CH:22]([C:26](=[O:27])[O:28][CH3:29])[C:23]2([CH3:24])[CH2:25]1)[O:36]4)([Cl:31])[Cl:32].